This data is from the Open Reaction Database (ORD), a public repository of structured organic reaction records. The task is: describe an organic reaction: reactants, conditions, products, and yield Starting materials: ClCCl, CC(C)N, Cc1cnc2c(c1)C(=O)OC2=O. Product: Cc1cnc(C(=O)NC(C)C)c(C(=O)O)c1. As a reaction SMILES: [CH2:17]([Cl:18])[Cl:19].[CH3:1][CH:2]([CH3:3])[NH2:4].[CH3:5][c:6]1[cH:7][c:8]2[c:9]([n:10][cH:11]1)[C:12](=[O:13])[O:14][C:15]2=[O:16]>>[CH3:1][CH:2]([CH3:3])[NH:4][C:12]([c:9]1[c:8]([C:15](=[O:14])[OH:16])[cH:7][c:6]([CH3:5])[cH:11][n:10]1)=[O:13]. Reactants: Cc1ccc(CN=C=S)c(C)c1, CC(C)O, NCCO, c1ccccc1. Product: Cc1ccc(CNC(=S)NCCO)c(C)c1. Reaction SMILES: [CH3:1][c:2]1[c:3]([CH2:4][N:5]=[C:6]=[S:7])[cH:8][cH:9][c:10]([CH3:12])[cH:11]1.[CH:17]([OH:18])([CH3:19])[CH3:20].[NH2:13][CH2:14][CH2:15][OH:16].[cH:21]1[cH:22][cH:23][cH:24][cH:25][cH:26]1>>[CH3:1][c:2]1[c:3]([CH2:4][NH:5][C:6](=[S:7])[NH:13][CH2:14][CH2:15][OH:16])[cH:8][cH:9][c:10]([CH3:12])[cH:11]1. Starting materials: BrC=1C(=C(SC1)C=O)C1=C(C=C(C=C1)NS(=O)(=O)C)C (N-(4-(4-bromo-2-formylthiophen-3-yl)-3-methylphenyl)methanesulfonamide), OC1=CC=C(C=C1)B(O)O (4-hydroxyphenylboronic acid), ClC1=CC(=C(C=C1)B(O)O)OC (4-chloro-2-methoxyphenylboronic acid), BrC=1C(=C(SC1)C=O)C1=C(C=C(C=C1)NS(=O)(=O)C)C (N-(4-(4-bromo-2-formylthiophen-3-yl)-3-methylphenyl)methanesulfonamide), BrC1=C(SC=C1Br)C=O (3,4-dibromothiophene-2-carbaldehyde). Run in CCOC(=O)C (EtOAc). The product is ClC1=CC(=C(C=C1)C=1C(=C(SC1)C=O)C1=C(C=C(C=C1)NS(=O)(=O)C)C)OC (N-(4-(4-(4-chloro-2-methoxyphenyl)-2-formylthiophen-3-yl)-3-methylphenyl)methanesulfonamide). Yield: 365.2%. RXN SMILES: Br[C:2]1[C:3]([C:9]2[CH:14]=[CH:13][C:12]([NH:15][S:16]([CH3:19])(=[O:18])=[O:17])=[CH:11][C:10]=2[CH3:20])=[C:4]([CH:7]=[O:8])[S:5][CH:6]=1.BrC1C(Br)=CSC=1C=O.OC1C=CC(B(O)O)=CC=1.[Cl:40][C:41]1[CH:46]=[CH:45][C:44](B(O)O)=[C:43]([O:50][CH3:51])[CH:42]=1>CCOC(C)=O>[Cl:40][C:41]1[CH:46]=[CH:45][C:44]([C:2]2[C:3]([C:9]3[CH:14]=[CH:13][C:12]([NH:15][S:16]([CH3:19])(=[O:18])=[O:17])=[CH:11][C:10]=3[CH3:20])=[C:4]([CH:7]=[O:8])[S:5][CH:6]=2)=[C:43]([O:50][CH3:51])[CH:42]=1. Procedure details: Followed the procedure described in General Scheme II, with modification. Step 1 was followed where the starting material was N-(4-(4-bromo-2-formylthiophen-3-yl)-3-methylphenyl)methanesulfonamide (Intermediate 4) instead of 3,4-dibromothiophene-2-carbaldehyde (Intermediate I), starting material 8A was 4-chloro-2-methoxyphenylboronic acid. After purification by column chromatography (PE:EtOAc=3:1) N-(4-(4-(4-chloro-2-methoxyphenyl)-2-formylthiophen-3-yl)-3-methylphenyl)methanesulfonamide (380 mg... Starting materials: S(=O)([O-])[O-].[Na+].[Na+] (sodium sulfite), C([O-])(O)=O.[Na+] (sodium bicarbonate), C1(=CC=C(C=C1)S(=O)(=O)Cl)C (p-toluenesulfonyl chloride), [Na] (sodium), ClCC(=O)O (chloroacetic acid). The product is CS(=O)(=O)C1=CC=C(C=C1)C (4-methylsulfonyltoluene). Solvent: O (water), O (water). Reported procedure: 176.4 g of sodium sulfite and 226 g of sodium bicarbonate were dissolved in 1800 ml of water and cooled down to 15° C. 244 g of p-toluenesulfonyl chloride were added at that temperature with thorough stirring. The mixture was additionally stirred for 3 hours at 15° C. and overnight at room temperature. It was then heated to 40° C. and a solution of 175 g of the sodium salt of chloroacetic acid in 400 ml of water was added. The reaction mixture was stirred under reflux for 24 hours. After cooling... Run at temperature 15 celsius, time 8 hour. Reaction SMILES: S([O-])([O-])=O.[Na+].[Na+].C(=O)(O)[O-].[Na+].[C:12]1([CH3:22])[CH:17]=[CH:16][C:15]([S:18](Cl)(=[O:20])=[O:19])=[CH:14][CH:13]=1.[Na].Cl[CH2:25]C(O)=O>O>[CH3:25][S:18]([C:15]1[CH:16]=[CH:17][C:12]([CH3:22])=[CH:13][CH:14]=1)(=[O:20])=[O:19] |f:0.1.2,3.4,^1:22|. Reactants: [N+](=O)([O-])C=1C=C(C=NC2=CC=C(C=C2)C(F)(F)F)C=CC1 ((3-nitro-benzylidene)-(4-trifluoromethyl-phenyl)-amine), O.[O-]S(=O)(=O)C(F)(F)F.[Yb+3].[O-]S(=O)(=O)C(F)(F)F.[O-]S(=O)(=O)C(F)(F)F (ytterbium(III) triflate hydrate), C(C(C)C)=O (isobutyraldehyde), O (water). Solvent: O1CCCC1 (tetrahydrofuran). Reaction conditions: temperature 25 celsius, time 72 hour. Product: CC1(C(NC2=CC=C(C=C2C1O)C(F)(F)F)C1=CC(=CC=C1)[N+](=O)[O-])C (3,3-dimethyl-2-(3-nitro-phenyl)-6-trifluoromethyl-1,2,3,4-tetrahydro-quinolin-4-ol). The yield is 96.9%. As a reaction SMILES: [N+:1]([C:4]1[CH:5]=[C:6]([CH:19]=[CH:20][CH:21]=1)[CH:7]=[N:8][C:9]1[CH:14]=[CH:13][C:12]([C:15]([F:18])([F:17])[F:16])=[CH:11][CH:10]=1)([O-:3])=[O:2].O.[O-]S(C(F)(F)F)(=O)=O.[Yb+3].[O-]S(C(F)(F)F)(=O)=O.[O-]S(C(F)(F)F)(=O)=O.[CH:48](=[O:52])[CH:49]([CH3:51])[CH3:50].O>O1CCCC1>[CH3:50][C:49]1([CH3:51])[CH:48]([OH:52])[C:10]2[C:9](=[CH:14][CH:13]=[C:12]([C:15]([F:16])([F:17])[F:18])[CH:11]=2)[NH:8][CH:7]1[C:6]1[CH:19]=[CH:20][CH:21]=[C:4]([N+:1]([O-:3])=[O:2])[CH:5]=1 |f:1.2.3.4.5|. Procedure details: To a mixture of (3-nitro-benzylidene)-(4-trifluoromethyl-phenyl)-amine (5.88 g, 20 mmol) and ytterbium(III) triflate hydrate (1.24 g, 2 mmol) in dry tetrahydrofuran (50 mL) at 25° C. was added isobutyraldehyde (2 mL, 22 mmol) and water (0.36 mL, 20 mmol) dropwise. The reaction mixture was stirred at 25° C. for 72 h. Then the reaction mixture was concentrated in vacuo and the residue was extracted with ethyl acetate (2×200 mL), washed with brine, dried over anhydrous sodium sulfate and concentrat... The reactants are C1OC(C=2C=NC=3C=CC=CC3C21)=O (Furo[3,4-c]quinolin-3(1H)-one), NC1=CC=CC=C1 (aniline). Solvent: CCCCCC (hexane). The product is C1(=CC=CC=C1)N1C(C=2C=NC=3C=CC=CC3C2C1)=O (2-Phenyl-pyrrolo[3,4-c]quinolin-3(1H)-one). RXN SMILES: [CH2:1]1[C:13]2[C:12]3[CH:11]=[CH:10][CH:9]=[CH:8][C:7]=3[N:6]=[CH:5][C:4]=2[C:3](=[O:14])O1.[NH2:15][C:16]1[CH:21]=[CH:20][CH:19]=[CH:18][CH:17]=1>CCCCCC>[C:16]1([N:15]2[CH2:1][C:13]3[C:12]4[CH:11]=[CH:10][CH:9]=[CH:8][C:7]=4[N:6]=[CH:5][C:4]=3[C:3]2=[O:14])[CH:21]=[CH:20][CH:19]=[CH:18][CH:17]=1. Reported procedure: A mixture Furo[3,4-c]quinolin-3(1H)-one (100 mg) and aniline (2 mL) was heated at 180° C. for 5 min. After cooling to room temperature the mixture was slowly diluted with hexane and the resulting product was collected and washed with hexane to afford 2-Phenyl-pyrrolo[3,4-c]quinolin-3(1H)-one.